From a dataset of the Open Reaction Database (ORD), a public repository of structured organic reaction records. describe an organic reaction: reactants, conditions, products, and yield Starting materials: NC1=NC(=CC(=N1)N1CC2=CC(=CC=C2CC1C)C=1C=CC(=NC1)C(=O)O)N1CCN(CC1)C (5-{2-[2-amino-6-(4-methylpiperazin-1-yl)pyrimidin-4-yl]-3-methyl-1,2,3,4-tetrahydroisoquinolin-7-yl}pyridine-2-carboxylic acid), CN(C1CNCC1)C (3-(dimethylamino)pyrrolidine). Yields the product CN(C1CN(CC1)C(=O)C1=CC=C(C=N1)C1=CC=C2CC(N(CC2=C1)C1=NC(=NC(=C1)N1CCN(CC1)C)N)C)C (4-[7-(6-{[3-(Dimethylamino)pyrrolidin-1-yl]carbonyl}pyridin-3-yl)-3-methyl-3,4-dihydroisoquinolin-2(1H)-yl]-6-(4-methylpiperazin-1-yl)pyrimidin-2-amine). Reaction SMILES: [NH2:1][C:2]1[N:7]=[C:6]([N:8]2[CH:17]([CH3:18])[CH2:16][C:15]3[C:10](=[CH:11][C:12]([C:19]4[CH:20]=[CH:21][C:22]([C:25]([OH:27])=O)=[N:23][CH:24]=4)=[CH:13][CH:14]=3)[CH2:9]2)[CH:5]=[C:4]([N:28]2[CH2:33][CH2:32][N:31]([CH3:34])[CH2:30][CH2:29]2)[N:3]=1.[CH3:35][N:36]([CH3:42])[CH:37]1[CH2:41][CH2:40][NH:39][CH2:38]1>>[CH3:35][N:36]([CH3:42])[CH:37]1[CH2:41][CH2:40][N:39]([C:25]([C:22]2[N:23]=[CH:24][C:19]([C:12]3[CH:11]=[C:10]4[C:15]([CH2:16][CH:17]([CH3:18])[N:8]([C:6]5[CH:5]=[C:4]([N:28]6[CH2:33][CH2:32][N:31]([CH3:34])[CH2:30][CH2:29]6)[N:3]=[C:2]([NH2:1])[N:7]=5)[CH2:9]4)=[CH:14][CH:13]=3)=[CH:20][CH:21]=2)=[O:27])[CH2:38]1. Reported procedure: This compound was prepared by using procedures analogous to those described for the synthesis of Example 50A starting from 5-{2-[2-amino-6-(4-methylpiperazin-1-yl)pyrimidin-4-yl]-3-methyl-1,2,3,4-tetrahydroisoquinolin-7-yl}pyridine-2-carboxylic acid (Example 50A, Step 1) and 3-(dimethylamino)pyrrolidine (TCI, Cat. No. D1859). LCMS (M+H)+: m/z=556.3. Reactants: N(=[N+]=[N-])[C@@]1(C[C@@H](O[C@@H]1CO)N1C(=O)NC(=O)C(C)=C1)O (3'-Azidothymidine), COC(N(C)C)OC (N,N-dimethylformamide dimethylacetal). Run in C(Cl)(Cl)Cl (CHCl3). Product: CN1C(N([C@H]2C[C@](O)([C@@H](CO)O2)N=[N+]=[N-])C=C(C1=O)C)=O (3-N-Methyl-3'-Azidothymidine). Reaction SMILES: [N:1]([C@@:4]1([OH:20])[C@@H:8]([CH2:9][OH:10])[O:7][C@@H:6]([N:11]2[CH:19]=[C:17]([CH3:18])[C:15](=[O:16])[NH:14][C:12]2=[O:13])[CH2:5]1)=[N+:2]=[N-:3].[CH3:21]OC(OC)N(C)C>C(Cl)(Cl)Cl>[CH3:21][N:14]1[C:15](=[O:16])[C:17]([CH3:18])=[CH:19][N:11]([C@@H:6]2[O:7][C@H:8]([CH2:9][OH:10])[C@@:4]([N:1]=[N+:2]=[N-:3])([OH:20])[CH2:5]2)[C:12]1=[O:13]. Reported procedure: 3'-Azidothymidine (0.5 g; 1.9 mMol) and N,N-dimethylformamide dimethylacetal (Zemlicksa, Coll. Czech. Chem. Comm. 35, 3572 (1972)) (0.9 mL; 7.5 mMol) were refluxed to 20 mL CHCl3 for 48 hours. The solvent was removed in vacuo and the material placed on a silica column. Elution with EtOAc/CHCl3 (1:1 v/v) resulted in pure material as a viscous oil: 0.26 g (0.9 mMol, 47%). Reactants: O1CCC(CC1)C=1C=CC(=NC1)N.C(C)#N (5-(tetrahydro-2H-pyran-4-yl)pyridin-2-amine acetonitrile), C1CC(=O)N(C1=O)Br (NBS). Conditions: temperature 0 celsius, time 40 minute. Product: BrC=1C(=NC=C(C1)C1CCOCC1)N (3-bromo-5-(tetrahydro-2H-pyran-4-yl)pyridin-2-amine). RXN SMILES: [O:1]1[CH2:6][CH2:5][CH:4]([C:7]2[CH:8]=[CH:9][C:10]([NH2:13])=[N:11][CH:12]=2)[CH2:3][CH2:2]1.C(#N)C.C1C(=O)N([Br:24])C(=O)C1>>[Br:24][C:9]1[C:10]([NH2:13])=[N:11][CH:12]=[C:7]([CH:4]2[CH2:5][CH2:6][O:1][CH2:2][CH2:3]2)[CH:8]=1 |f:0.1|. Reported procedure: To 5-(tetrahydro-2H-pyran-4-yl)pyridin-2-amine/acetonitrile solution (1.4 g, 7.85 mmol/30 mL) at 0-5° C. was added portionwise NBS (1.4 g, 7.85 mmol) with internal temperature controlled below 5° C. The resulting mixture was stirred at 0° C. for 1 hour 40 min. The reaction mixture was concentrated under reduced pressure, and the residue was triturated with dilute aqueous NaOH/H2O (1 g/30 mL). The solid suspension was collected via filtration. The filtercake was washed with ice cold water (˜10 mL... Starting materials: COC([C@@H](NC(=O)OC(C)(C)C)CC1=CC=C(C=C1)N)=O (N-(t-butoxycarbonyl)-4-amino-L-phenylalanine methylester), Cl.Cl.NC1=C(C(=O)OC)C=C(C=C1)N(C)C (methyl 2-amino-5-(dimethylamino)benzoate dihydrochloride), C(=O)(N1C=NC=C1)N1C=NC=C1 (CDI), C(C)#N (acetonitrile). Solvent: C(C)N(CC)CC (triethylamine). Run at temperature 60 celsius, time 8 hour. Product: COC([C@@H](NC(=O)OC(C)(C)C)CC1=CC=C(C=C1)N1C(NC2=CC=C(C=C2C1=O)N(C)C)=O)=O (N-(t-butoxycarbonyl)-4-(6-dimethylamino-2,4-quinazoline-dione-3-yl)-L-phenylalanine methylester). Isolated yield 40.7%. As a reaction SMILES: [CH3:1][O:2][C:3](=[O:21])[C@H:4]([CH2:13][C:14]1[CH:19]=[CH:18][C:17]([NH2:20])=[CH:16][CH:15]=1)[NH:5][C:6]([O:8][C:9]([CH3:12])([CH3:11])[CH3:10])=[O:7].Cl.Cl.[NH2:24][C:25]1[CH:34]=[CH:33][C:32]([N:35]([CH3:37])[CH3:36])=[CH:31][C:26]=1[C:27](OC)=[O:28].[C:38](N1C=CN=C1)(N1C=CN=C1)=[O:39].C(#N)C>C(N(CC)CC)C>[CH3:1][O:2][C:3](=[O:21])[C@H:4]([CH2:13][C:14]1[CH:19]=[CH:18][C:17]([N:20]2[C:27](=[O:28])[C:26]3[C:25](=[CH:34][CH:33]=[C:32]([N:35]([CH3:36])[CH3:37])[CH:31]=3)[NH:24][C:38]2=[O:39])=[CH:16][CH:15]=1)[NH:5][C:6]([O:8][C:9]([CH3:12])([CH3:10])[CH3:11])=[O:7] |f:1.2.3|. Reported procedure: 3 g of N-(t-butoxycarbonyl)-4-amino-L-phenylalanine methylester, 2.73 g of methyl 2-amino-5-(dimethylamino)benzoate dihydrochloride, 1.65 g of CDI (carbonyldiimidazole) and 50 mL of acetonitrile were stirred at room temperature. Then, 2.8 mL of triethylamine was added thereto and stirred at 60° C. overnight. After removing the solvent, the obtained residue was extracted with ethyl acetate, washed with water and saturated aqueous solution of sodium chloride and dried over magnesium sulfate. After... Starting materials: FC(=C)C(C#CC(C)(C)C)O (2-fluoro-3-hydroxy-6,6-dimethylhept-1-ene-4-yne), S(=O)(Cl)Cl (thionyl chloride). The reagents and catalysts are CN(C=O)C (N,N-dimethylformamide). The solvent is CCCCCC (hexane). The product is FC(=C)C(C#CC(C)(C)C)Cl (2-fluoro-3-chloro-6,6-dimethylhept-1-ene-4-yne). The yield is 90.4%. RXN SMILES: [F:1][C:2]([CH:4](O)[C:5]#[C:6][C:7]([CH3:10])([CH3:9])[CH3:8])=[CH2:3].S(Cl)([Cl:14])=O>CCCCCC.CN(C)C=O>[F:1][C:2]([CH:4]([Cl:14])[C:5]#[C:6][C:7]([CH3:10])([CH3:9])[CH3:8])=[CH2:3]. Procedure details: Ten grams (0.064 mole) of 2-fluoro-3-hydroxy-6,6-dimethylhept-1-ene-4-yne was dissolved in 100 ml of hexane, and to 50 mg (6.8×10-4 mole) of N,N-dimethylformamide and 11.42 g (0.095 mole) of thionyl chloride were added to the resulting solution. The mixture was reacted overnight at room temperature with stirring with a hydrogen chloride gas trap mounted on the reactor. The reaction mixture was concentrated under reduced pressure. The resulting oily product was distilled under reduced pressure to... Reactants: ClC1=CC=C(S1)C(=O)N[C@@H]1[C@H](CN(C1)CC(NC1=C(C=C(C=C1)N1C(C=CC=C1)=O)F)=O)OCC(=O)O (((3S,4S)-4-[(5-chloro-thiophene-2-carbonyl)-amino]-1-{[2-fluoro-4-(2-oxo-pyridin-1-yl)-phenylcarbamoyl]-methyl}-pyrrolidin-3-yloxy)-acetic acid), Cl.CNC (dimethylamine hydrochloride). Yields the product CN(C(=O)CO[C@@H]1[C@H](CN(C1)CC(NC1=C(C=C(C=C1)N1C(C=CC=C1)=O)F)=O)NC(=O)C=1SC(=CC1)Cl)C (5-chloro-thiophene-2-carboxylic acid ((3S,4S)-4-dimethylcarbamoylmethoxy-1-{[2-fluoro-4-(2-oxo-pyridin-1-yl)-phenylcarbamoyl]-methyl}-pyrrolidin-3-yl)-amide). As a reaction SMILES: [Cl:1][C:2]1[S:6][C:5]([C:7]([NH:9][C@H:10]2[CH2:14][N:13]([CH2:15][C:16](=[O:32])[NH:17][C:18]3[CH:23]=[CH:22][C:21]([N:24]4[CH:29]=[CH:28][CH:27]=[CH:26][C:25]4=[O:30])=[CH:20][C:19]=3[F:31])[CH2:12][C@@H:11]2[O:33][CH2:34][C:35]([OH:37])=O)=[O:8])=[CH:4][CH:3]=1.Cl.[CH3:39][NH:40][CH3:41]>>[CH3:39][N:40]([CH3:41])[C:35]([CH2:34][O:33][C@H:11]1[CH2:12][N:13]([CH2:15][C:16](=[O:32])[NH:17][C:18]2[CH:23]=[CH:22][C:21]([N:24]3[CH:29]=[CH:28][CH:27]=[CH:26][C:25]3=[O:30])=[CH:20][C:19]=2[F:31])[CH2:14][C@@H:10]1[NH:9][C:7]([C:5]1[S:6][C:2]([Cl:1])=[CH:3][CH:4]=1)=[O:8])=[O:37] |f:1.2|. Procedure: According to general procedure D ((3S,4S)-4-[(5-chloro-thiophene-2-carbonyl)-amino]-1-{[2-fluoro-4-(2-oxo-pyridin-1-yl)-phenylcarbamoyl]-methyl}-pyrrolidin-3-yloxy)-acetic acid (example 97) was reacted with dimethylamine hydrochloride to give 5-chloro-thiophene-2-carboxylic acid ((3S,4S)-4-dimethylcarbamoylmethoxy-1-{[2-fluoro-4-(2-oxo-pyridin-1-yl)-phenylcarbamoyl]-methyl}-pyrrolidin-3-yl)-amide. Off-white solid. MS576.3 ([M+H]+)